Dataset: the Open Reaction Database (ORD), a public repository of structured organic reaction records. Task: describe an organic reaction: reactants, conditions, products, and yield Starting materials: C(=O)(OC(C)(C)C)N1[C@@H](CCC1)CO ((S)-1-BOC-2-pyrrolidinemethanol), C1(=CC=CC=C1)O (phenol), CCOC(=O)/N=N/C(=O)OCC (DEAD). Run in C1CCOC1 (THF). Conditions: time 16 hour. Product: C(=O)(OC(C)(C)C)N1[C@@H](CCC1)COC1=CC=CC=C1 ((S)-1-BOC-2-(phenoxymethyl)pyrrolidine). RXN SMILES: [C:1]([N:8]1[CH2:12][CH2:11][CH2:10][C@H:9]1[CH2:13][OH:14])([O:3][C:4]([CH3:7])([CH3:6])[CH3:5])=[O:2].[C:15]1(O)[CH:20]=[CH:19][CH:18]=[CH:17][CH:16]=1.CCOC(/N=N/C(OCC)=O)=O>C1COCC1>[C:1]([N:8]1[CH2:12][CH2:11][CH2:10][C@H:9]1[CH2:13][O:14][C:15]1[CH:20]=[CH:19][CH:18]=[CH:17][CH:16]=1)([O:3][C:4]([CH3:7])([CH3:6])[CH3:5])=[O:2]. Procedure: A 2.01 g (10 mmol) sample of (S)-1-BOC-2-pyrrolidinemethanol (from Example 1a) and 1.41 g (15 mmol) of phenol (Aldrich) were added to a complex of TPP and DEAD, (prepared as in Example 5b above, 15 mmol of each) in 100 mL of THF. The reaction was stirred for 16 hr, the solvents were removed under vacuum, and the residue was extracted with hexane and chromatographed on silica gel to give 0.7 g of the title compound. Reactants: C=CCBr, ClCCl, CC[N+](CC)(CC)Cc1ccccc1, [Cl-], CNC1=C(c2cccc(C(=O)OC)c2)C(=O)C(c2ccccc2F)O1, [Na+], [OH-], O. The product is C=CCNC1=C(c2cccc(C(=O)OC)c2)C(=O)C(c2ccccc2F)O1. As a reaction SMILES: [CH2:28]([CH:29]=[CH2:31])[Br:30].[CH2:33]([Cl:34])[Cl:35].[CH2:37]([N+:38]([CH2:39][CH3:40])([CH2:41][CH3:42])[CH2:43][CH3:44])[c:45]1[cH:46][cH:47][cH:48][cH:49][cH:50]1.[Cl-:36].[F:3][c:4]1[c:5]([CH:10]2[O:11][C:12]([NH:26][CH3:27])=[C:13]([c:16]3[cH:17][c:18]([C:22](=[O:23])[O:24][CH3:25])[cH:19][cH:20][cH:21]3)[C:14]2=[O:15])[cH:6][cH:7][cH:8][cH:9]1.[Na+:2].[OH-:1].[OH2:32]>>[F:3][c:4]1[c:5]([CH:10]2[O:11][C:12]([NH:26][CH2:27][CH:28]=[CH2:29])=[C:13]([c:16]3[cH:17][c:18]([C:22](=[O:23])[O:24][CH3:25])[cH:19][cH:20][cH:21]3)[C:14]2=[O:15])[cH:6][cH:7][cH:8][cH:9]1. The reactants are O=C1N=C(SC2=C1C=CC=C2)C2=CC=CC(=N2)CS(=O)(=O)[O-] (6-(4-oxo-4H-1,3-benzothiazin-2-yl)-2-pyridylmethanesulfonate), C(C)(=O)OCC (ethyl acetate), C(C1=CC=CC=C1)S (Benzyl mercaptan), [H-].[Na+] (sodium hydride). Yield: 15.9%. Yields the product C(C1=CC=CC=C1)SCC1=CC=CC(=N1)C=1SC2=C(C(N1)=O)C=CC=C2 (2-[6-[(Benzylthio)methyl]-2-pyridyl]-4H-1,3-benzothiazine-4-one). Reaction SMILES: [CH2:1]([SH:8])[C:2]1[CH:7]=[CH:6][CH:5]=[CH:4][CH:3]=1.[H-].[Na+].[O:11]=[C:12]1[C:17]2[CH:18]=[CH:19][CH:20]=[CH:21][C:16]=2[S:15][C:14]([C:22]2[N:27]=[C:26]([CH2:28]S([O-])(=O)=O)[CH:25]=[CH:24][CH:23]=2)=[N:13]1.C(OCC)(=O)C>CN(C=O)C.O>[CH2:1]([S:8][CH2:28][C:26]1[N:27]=[C:22]([C:14]2[S:15][C:16]3[CH:21]=[CH:20][CH:19]=[CH:18][C:17]=3[C:12](=[O:11])[N:13]=2)[CH:23]=[CH:24][CH:25]=1)[C:2]1[CH:7]=[CH:6][CH:5]=[CH:4][CH:3]=1 |f:1.2|. Reported procedure: Benzyl mercaptan (0.41 g, 3.30 mmol) and sodium hydride (60% in oil, 0.15 g, 3.60 mmol) were dissolved in DMF (30 ml), and 6-(4-oxo-4H-1,3-benzothiazin-2-yl)-2-pyridylmethanesulfonate (1.05 g, 3.00 mmol) was added thereto. The reaction mixture was stirred at room temperature for 18 hrs and combined with ethyl acetate and water. The organic layer was washed with saturated brine and dried over anhydrous magnesium sulfate. The solvent was evaporated, and the residue was recrystallized from n-hexane... The solvent is CN(C)C=O (DMF), O (water). Conditions: time 18 hour. The reactants are NC1=C2N=CN(C2=NC=N1)[C@H]1[C@H](O)[C@@H]([C@H](O1)C(=O)OC)N (methyl 1-(6-amino-9H-purin-9-yl)-3-amino-1,3-dideoxy-β-D-ribofuranuronate), C(C)(C)(C)OC(=O)N[C@@H](CC1=CC=C(C=C1)OCC(=O)OC)C(=O)O (N-tert-butoxycarbonyl-O-methoxycarbonylmethyl-L-tyrosine), ( 2 ). Reaction SMILES: [NH2:1][C:2]1[N:10]=[CH:9][N:8]=[C:7]2[C:3]=1[N:4]=[CH:5][N:6]2[C@@H:11]1[O:16][C@H:15]([C:17]([O:19][CH3:20])=[O:18])[C@@H:14]([NH2:21])[C@H:12]1[OH:13].[C:22]([O:26][C:27]([NH:29][C@H:30]([C:44](O)=[O:45])[CH2:31][C:32]1[CH:37]=[CH:36][C:35]([O:38][CH2:39][C:40]([O:42][CH3:43])=[O:41])=[CH:34][CH:33]=1)=[O:28])([CH3:25])([CH3:24])[CH3:23]>>[NH2:1][C:2]1[N:10]=[CH:9][N:8]=[C:7]2[C:3]=1[N:4]=[CH:5][N:6]2[C@@H:11]1[O:16][C@H:15]([C:17]([O:19][CH3:20])=[O:18])[C@@H:14]([NH:21][C:44](=[O:45])[C@H:30]([CH2:31][C:32]2[CH:33]=[CH:34][C:35]([O:38][CH2:39][C:40]([O:42][CH3:43])=[O:41])=[CH:36][CH:37]=2)[NH:29][C:27]([O:26][C:22]([CH3:24])([CH3:25])[CH3:23])=[O:28])[C@H:12]1[OH:13]. Reported procedure: Methyl 1-(6-amino-9H-purin-9-yl)-3-[N-tert-butoxycarbonyl-O-methoxycarbonylmethyl-L-tyrosylamino]-1,3-dideoxy-β-D-ribofuranuronate (220 mg) was prepared by reacting methyl 1-(6-amino-9H-purin-9-yl)-3-amino-1,3-dideoxy-β-D-ribofuranuronate (577 mg) prepared in Example 62 with N-tert-butoxycarbonyl-O-methoxycarbonylmethyl-L-tyrosine (520 mg) prepared in Preparation 8 (2) according to a similar manner to that of Example 64, mp. 115°-120° (dec.). Product: NC1=C2N=CN(C2=NC=N1)[C@H]1[C@H](O)[C@@H]([C@H](O1)C(=O)OC)NC([C@@H](NC(=O)OC(C)(C)C)CC1=CC=C(C=C1)OCC(=O)OC)=O (Methyl 1-(6-amino-9H-purin-9-yl)-3-[N-tert-butoxycarbonyl-O-methoxycarbonylmethyl-L-tyrosylamino]-1,3-dideoxy-β-D-ribofuranuronate). Isolated yield 23.7%. Starting materials: CCC(C)(CC)C(=O)OC, CC#N, CCO, [H-], [H-], [Na+], C1CCOC1. The product is CCC(C)(CC)C(=O)CC#N. Reaction SMILES: [CH2:8]([CH3:9])[C:10]([C:11]([O:13][CH3:12])=[O:14])([CH2:15][CH3:16])[CH3:17].[CH3:19][C:20]#[N:21].[CH3:22][CH2:23][OH:24].[H-:18].[H-:1].[Na+:2].[O:3]1[CH2:4][CH2:5][CH2:6][CH2:7]1>>[CH2:8]([CH3:9])[C:10]([C:11](=[O:13])[CH2:19][C:20]#[N:21])([CH2:15][CH3:16])[CH3:17]. Reactants: B, Cc1cnc2nc(C=O)nn2c1, CNC, CO, CC(C)(C#N)c1ccc(OCC2(C3CCCC3)CC(=O)CC(=O)O2)cc1F. The product is Cc1cnc2nc(CC3=C(O)CC(COc4ccc(C(C)(C)C#N)c(F)c4)(C4CCCC4)OC3=O)nn2c1. Reaction SMILES: [BH3:43].[CH3:28][c:29]1[cH:30][n:31][c:32]2[n:33]([cH:34]1)[n:35][c:36]([CH:38]=[O:39])[n:37]2.[CH3:40][NH:41][CH3:42].[CH3:44][OH:45].[CH:1]1([C:6]2([CH2:14][O:15][c:16]3[cH:17][c:18]([F:27])[c:19]([C:22]([C:23]#[N:24])([CH3:25])[CH3:26])[cH:20][cH:21]3)[O:7][C:8](=[O:13])[CH2:9][C:10](=[O:12])[CH2:11]2)[CH2:2][CH2:3][CH2:4][CH2:5]1>>[CH:1]1([C:6]2([CH2:14][O:15][c:16]3[cH:17][c:18]([F:27])[c:19]([C:22]([C:23]#[N:24])([CH3:25])[CH3:26])[cH:20][cH:21]3)[O:7][C:8](=[O:13])[C:9]([CH2:38][c:36]3[n:35][n:33]4[c:32]([n:31][cH:30][c:29]([CH3:28])[cH:34]4)[n:37]3)=[C:10]([OH:12])[CH2:11]2)[CH2:2][CH2:3][CH2:4][CH2:5]1.